Dataset: the Open Reaction Database (ORD), a public repository of structured organic reaction records. Task: describe an organic reaction: reactants, conditions, products, and yield Reactants: CC(C)n1cc(NC(=O)c2nc(-c3c(F)cccc3F)sc2N(C(=O)[O-])C(C)(C)C)cn1, CS(C)=O. Yields the product CC(C)n1cc(NC(=O)c2nc(-c3c(F)cccc3F)sc2N)cn1. As a reaction SMILES: [C:1]([N:5]([C:2](=[O:3])[O-:4])[c:9]1[c:10]([C:22]([NH:23][c:24]2[cH:25][n:26][n:27]([CH:29]([CH3:30])[CH3:31])[cH:28]2)=[O:32])[n:11][c:12](-[c:14]2[c:15]([F:21])[cH:16][cH:17][cH:18][c:19]2[F:20])[s:13]1)([CH3:6])([CH3:7])[CH3:8].[CH3:33][S:34]([CH3:35])=[O:36]>>[NH2:5][c:9]1[c:10]([C:22]([NH:23][c:24]2[cH:25][n:26][n:27]([CH:29]([CH3:30])[CH3:31])[cH:28]2)=[O:32])[n:11][c:12](-[c:14]2[c:15]([F:21])[cH:16][cH:17][cH:18][c:19]2[F:20])[s:13]1. Reactants: CCCCc1nc(CC(=O)OCC)c(-c2ccco2)o1, CO, [K+], [OH-], O. Reaction SMILES: [CH2:1]([CH2:2][CH2:3][CH3:4])[c:5]1[o:6][c:7](-[c:16]2[o:17][cH:18][cH:19][cH:20]2)[c:8]([CH2:10][C:11](=[O:12])[O:13][CH2:14][CH3:15])[n:9]1.[CH3:21][OH:22].[K+:24].[OH-:23].[OH2:25]>>[CH2:1]([CH2:2][CH2:3][CH3:4])[c:5]1[o:6][c:7](-[c:16]2[o:17][cH:18][cH:19][cH:20]2)[c:8]([CH2:10][C:11](=[O:12])[OH:13])[n:9]1. Product: CCCCc1nc(CC(=O)O)c(-c2ccco2)o1. The reactants are FC1=C(C(=O)C(C(=O)OCC)=CNC2=NC(=C(C=C2F)F)NC(C)(C)C)C=C(C(=C1C)F)F (ethyl 2-(2,4,5-trifluoro-3-methylbenzoyl)-3-[6-(t-butylamino)-3,5-difluoropyridin-2-yl]aminoacrylate), C([O-])([O-])=O.[K+].[K+] (potassium carbonate). Run in CN(C=O)C (dimethylformamide). Procedure details: To the solution of 4.6 g of the thus obtained ethyl 2-(2,4,5-trifluoro-3-methylbenzoyl)-3-[6-(t-butylamino)-3,5-difluoropyridin-2-yl]aminoacrylate in 10 ml dimethylformamide was added 1.35 g of potassium carbonate, and the mixture was stirred at 100° C. for 50 minutes. The reaction solution was extracted by adding water and acetic acid, and the organic layer was collected and dried over magnesium sulfate. The solvent was distilled off, and the residue was collected by filtration with ethanol and... Run at temperature 100 celsius, time 50 minute. Product: C(C)(C)(C)NC1=C(C=C(C(=N1)N1C=C(C(C2=CC(=C(C(=C12)C)F)F)=O)C(=O)OCC)F)F (ethyl 1-[6-(t-butylamino)-3,5-difluoropyridin-2-yl]-6,7-difluoro-8-methyl-1,4-dihydro-4-oxoquinoline-3-carboxylate). RXN SMILES: F[C:2]1[C:30]([CH3:31])=[C:29]([F:32])[C:28]([F:33])=[CH:27][C:3]=1[C:4]([C:6](=[CH:12][NH:13][C:14]1[C:19]([F:20])=[CH:18][C:17]([F:21])=[C:16]([NH:22][C:23]([CH3:26])([CH3:25])[CH3:24])[N:15]=1)[C:7]([O:9][CH2:10][CH3:11])=[O:8])=[O:5].C(=O)([O-])[O-].[K+].[K+]>CN(C)C=O>[C:23]([NH:22][C:16]1[N:15]=[C:14]([N:13]2[C:2]3[C:3](=[CH:27][C:28]([F:33])=[C:29]([F:32])[C:30]=3[CH3:31])[C:4](=[O:5])[C:6]([C:7]([O:9][CH2:10][CH3:11])=[O:8])=[CH:12]2)[C:19]([F:20])=[CH:18][C:17]=1[F:21])([CH3:25])([CH3:26])[CH3:24] |f:1.2.3|. Reaction SMILES: [CH3:1][O:2][C:3]1[CH:4]=[C:5]([CH:14]=[C:15]([O:19][CH3:20])[C:16]=1[O:17][CH3:18])[C:6]([C:8]#[C:9][C:10]([O:12]C)=[O:11])=[O:7].[OH-].[K+].O>O1CCCC1>[CH3:20][O:19][C:15]1[CH:14]=[C:5]([CH:4]=[C:3]([O:2][CH3:1])[C:16]=1[O:17][CH3:18])[C:6]([C:8]#[C:9][C:10]([OH:12])=[O:11])=[O:7] |f:1.2|. Conditions: time 1.5 hour. Reactants: COC=1C=C(C(=O)C#CC(=O)OC)C=C(C1OC)OC (methyl 3-(3,4,5-trimethoxybenzoyl)propiolate), [OH-].[K+] (potassium hydroxide), O (water). Yields the product COC=1C=C(C(=O)C#CC(=O)O)C=C(C1OC)OC (3-(3,4,5-trimethoxybenzoyl)-propiolic acid). The solvent is O1CCCC1 (tetrahydrofuran). Procedure details: A solution of 2.8 g (10 mmol) of methyl 3-(3,4,5-trimethoxybenzoyl)propiolate in 30 ml of tetrahydrofuran was treated slowly at 0° with 28 ml of 3% potassium hydroxide solution and subsequently stirred at 0° for a further 1.5 hours. The reaction mixture was treated with water and extracted once with ether. The ether phase was discarded. The aqueous phase was adjusted to pH 1 with 1N hydrochloric acid and extracted twice with ether. The combined organic phases were dried over sodium sulphate and ... Starting materials: BrC1=C(N=C(S1)N1C[C@H](O[C@H](C1)C)C)C#N (5-Bromo-2-(cis-2,6-dimethyl-morpholin-4-yl)-thiazole-4-carbonitrile), CC1=NC(=CC(=C1)B(O)O)C (2,6-dimethylpyridine-4-boronic acid), pinacol ester, O1CCOCC1 (1,4-dioxane), C([O-])([O-])=O.[Na+].[Na+] (sodium carbonate). The reagents and catalysts are C=1C=CC(=CC1)[P](C=2C=CC=CC2)(C=3C=CC=CC3)[Pd]([P](C=4C=CC=CC4)(C=5C=CC=CC5)C=6C=CC=CC6)([P](C=7C=CC=CC7)(C=8C=CC=CC8)C=9C=CC=CC9)[P](C=1C=CC=CC1)(C=1C=CC=CC1)C=1C=CC=CC1 (tetrakis(triphenylphosphine)palladium). Solvent: C(C)O.O (ethanol water). Reaction conditions: temperature 130 celsius. Product: C[C@@H]1CN(C[C@@H](O1)C)C=1SC(=C(N1)C#N)C1=CC(=NC(=C1)C)C (2-(cis-2,6-dimethyl-morpholin-4-yl)-5-(2,6-dimethyl-pyridin-4-yl)-thiazole-4-carbonitrile). Yield: 85.0%. Reaction SMILES: Br[C:2]1[S:6][C:5]([N:7]2[CH2:12][C@H:11]([CH3:13])[O:10][C@H:9]([CH3:14])[CH2:8]2)=[N:4][C:3]=1[C:15]#[N:16].[CH3:17][C:18]1[CH:23]=[C:22](B(O)O)[CH:21]=[C:20]([CH3:27])[N:19]=1.O1CCOCC1.C(=O)([O-])[O-].[Na+].[Na+]>C(O)C.O.C1C=CC([P]([Pd]([P](C2C=CC=CC=2)(C2C=CC=CC=2)C2C=CC=CC=2)([P](C2C=CC=CC=2)(C2C=CC=CC=2)C2C=CC=CC=2)[P](C2C=CC=CC=2)(C2C=CC=CC=2)C2C=CC=CC=2)(C2C=CC=CC=2)C2C=CC=CC=2)=CC=1>[CH3:14][C@H:9]1[O:10][C@@H:11]([CH3:13])[CH2:12][N:7]([C:5]2[S:6][C:2]([C:22]3[CH:21]=[C:20]([CH3:27])[N:19]=[C:18]([CH3:17])[CH:23]=3)=[C:3]([C:15]#[N:16])[N:4]=2)[CH2:8]1 |f:3.4.5,6.7,^1:47,49,68,87|. Procedure: A mixture of Intermediate 3 (20 g, 66.18 mmol), 2,6-dimethylpyridine-4-boronic acid, pinacol ester ([325142-95-8], 20 g, 85.79 mmol), tetrakis(triphenylphosphine)palladium (4.59 g, 3.97 mmol), 1,4-dioxane (120 mL), sodium carbonate (21.04 g, 198.55 mmol) in ethanol/water 1/1 (120 mL) was stirred and heated under nitrogen atmosphere at 130° C. for 6 h. The solvent was evaporated. The residue was taken up in DCM and washed twice with water. The organic layer was separated, dried with MgSO4 and eva... Reactants: O[C@@H]1C=2C=CC(=CC2CC[C@@H]1CCN1CCC(CC1)C1=CC=CC=C1)C(=O)NC1=CC=CC=C1 (cis-5,6,7,8-Tetrahydro-5-hydroxy-N-phenyl-6-[2-(4-phenyl-1-piperidinyl)ethyl]-2-naphthalenecarboxamide), FC(C(=O)[O-])(F)F (trifluoroacetate). Product: OCC=1C=C2CCC(C(C2=CC1)O)CCN1CCC(CC1)C1=CC=CC=C1 (1,2,3,4-Tetrahydro-6-(hydroxymethyl)-2-[2-(4-phenyl-1-piperidinyl)ethyl]-1-naphthalenol). RXN SMILES: [OH:1][C@H:2]1[C@@H:11]([CH2:12][CH2:13][N:14]2[CH2:19][CH2:18][CH:17]([C:20]3[CH:25]=[CH:24][CH:23]=[CH:22][CH:21]=3)[CH2:16][CH2:15]2)[CH2:10][CH2:9][C:8]2[CH:7]=[C:6]([C:26](NC3C=CC=CC=3)=[O:27])[CH:5]=[CH:4][C:3]1=2.FC(F)(F)C([O-])=O>>[OH:27][CH2:26][C:6]1[CH:7]=[C:8]2[C:3](=[CH:4][CH:5]=1)[CH:2]([OH:1])[CH:11]([CH2:12][CH2:13][N:14]1[CH2:15][CH2:16][CH:17]([C:20]3[CH:21]=[CH:22][CH:23]=[CH:24][CH:25]=3)[CH2:18][CH2:19]1)[CH2:10][CH2:9]2. Procedure details: cis-5,6,7,8-Tetrahydro-5-hydroxy-N-phenyl-6-[2-(4-phenyl-1-piperidinyl)ethyl]-2-naphthalenecarboxamide, trifluoroacetate; Starting materials: C(=O)([O-])[O-].[K+].[K+] (K2CO3), SC1=C(C#N)C(=C(C(=N1)C)C)C (2-mercapto-4,5,6-trimethyl-nicotinonitrile), ONC(C1=CC=CC=C1)=N (N-hydroxy-benzamidine), CCN(C(C)C)C(C)C (DIEA), ClCC(=O)Cl (chloroacetyl chloride). The solvent is CN(C)C=O (DMF), C1(=CC=CC=C1)C (toluene), O (water), C(Cl)Cl (DCM). Run at time 24 hour. Yields the product CC1=C2C(=NC(=C1C)C)SC(=C2N)C2=NC(=NO2)C2=CC=CC=C2 (4,5,6-trimethyl-2-(3-phenyl-[1,2,4]oxadiazol-5-yl)-thieno[2,3-b]pyridin-3-yl amine). Yield: 20.8%. RXN SMILES: [OH:1][NH:2][C:3](=[NH:10])[C:4]1[CH:9]=[CH:8][CH:7]=[CH:6][CH:5]=1.CCN(C(C)C)C(C)C.Cl[CH2:21][C:22](Cl)=O.C([O-])([O-])=O.[K+].[K+].[SH:31][C:32]1[N:39]=[C:38]([CH3:40])[C:37]([CH3:41])=[C:36]([CH3:42])[C:33]=1[C:34]#[N:35]>C(Cl)Cl.O.CN(C=O)C.C1(C)C=CC=CC=1>[CH3:42][C:36]1[C:37]([CH3:41])=[C:38]([CH3:40])[N:39]=[C:32]2[S:31][C:22]([C:21]3[O:1][N:2]=[C:3]([C:4]4[CH:9]=[CH:8][CH:7]=[CH:6][CH:5]=4)[N:10]=3)=[C:34]([NH2:35])[C:33]=12 |f:3.4.5|. Procedure: To a solution of N-hydroxy-benzamidine (41 mg, 0.30 mmol) in DCM (10 mL) was added PS-DIEA (240 mg, 0.90 mmol), followed by the addition of chloroacetyl chloride (0.36 mL, 0.45 mmol). The mixture was shaken at room temperature for 24 hr and filtered to remove the resin. The solvent was then replaced with toluene and the mixture obtained was stirred at 120° C. in a sealed tube overnight. The toluene was then replaced with DMF (10 mL) and to the solution was added K2CO3 (124 mg, 0.90 mmol) and 2-m... The reactants are O=[N+]([O-])c1ccc(Br)cc1F, CN(C)C=O, CCN(C(C)C)C(C)C, ClCCl, NC1CCN(C2CCOCC2)CC1. Yields the product O=[N+]([O-])c1ccc(Br)cc1NC1CCN(C2CCOCC2)CC1. RXN SMILES: [Br:1][c:2]1[cH:3][c:4]([F:11])[c:5]([N+:8](=[O:9])[O-:10])[cH:6][cH:7]1.[CH3:37][N:38]([CH3:39])[CH:40]=[O:41].[CH:25]([N:26]([CH:27]([CH3:28])[CH3:29])[CH2:30][CH3:31])([CH3:32])[CH3:33].[Cl:34][CH2:35][Cl:36].[O:12]1[CH2:13][CH2:14][CH:15]([N:18]2[CH2:19][CH2:20][CH:21]([NH2:24])[CH2:22][CH2:23]2)[CH2:16][CH2:17]1>>[Br:1][c:2]1[cH:3][c:4]([NH:24][CH:21]2[CH2:20][CH2:19][N:18]([CH:15]3[CH2:14][CH2:13][O:12][CH2:17][CH2:16]3)[CH2:23][CH2:22]2)[c:5]([N+:8](=[O:9])[O-:10])[cH:6][cH:7]1.